Dataset: the Open Reaction Database (ORD), a public repository of structured organic reaction records. Task: describe an organic reaction: reactants, conditions, products, and yield The reactants are CC(=O)O, Cc1ccc(Cl)nc1, O, OO. Yields the product Cc1ccc(Cl)[n+]([O-])c1. RXN SMILES: [CH3:11][C:12](=[O:13])[OH:14].[Cl:1][c:2]1[n:3][cH:4][c:5]([CH3:8])[cH:6][cH:7]1.[OH2:15].[OH:9][OH:10]>>[Cl:1][c:2]1[n+:3]([O-:9])[cH:4][c:5]([CH3:8])[cH:6][cH:7]1. Reactants: O=C([O-])O, ClCCl, CC(C)(C)OC(=O)N1CCCC2(CCN(Cc3ccccc3)C2)C1CN, [Na+], O=C(O)C(F)(F)F. The product is NCC1NCCCC12CCN(Cc1ccccc1)C2. Reaction SMILES: [C:34](=[O:35])([O-:36])[OH:37].[Cl:39][CH2:40][Cl:41].[NH2:1][CH2:2][CH:3]1[C:4]2([CH2:5][CH2:6][N:7]([CH2:9][c:10]3[cH:11][cH:12][cH:13][cH:14][cH:15]3)[CH2:8]2)[CH2:16][CH2:17][CH2:18][N:19]1[C:20]([O:21][C:22]([CH3:23])([CH3:24])[CH3:25])=[O:26].[Na+:38].[OH:27][C:28]([C:29]([F:30])([F:31])[F:32])=[O:33]>>[NH2:1][CH2:2][CH:3]1[C:4]2([CH2:5][CH2:6][N:7]([CH2:9][c:10]3[cH:11][cH:12][cH:13][cH:14][cH:15]3)[CH2:8]2)[CH2:16][CH2:17][CH2:18][NH:19]1.